From a dataset of the Open Reaction Database (ORD), a public repository of structured organic reaction records. describe an organic reaction: reactants, conditions, products, and yield The reactants are CC1SC(C)(C)C(=O)N1CCCCBr, CC#N, Cl, [I-], [K+], [K+], [Na+], O=C([O-])[O-], c1ccc2c(N3CCNCC3)nsc2c1, c1ccc2c(N3CCNCC3)nsc2c1. The product is CC1SC(C)(C)C(=O)N1CCCCN1CCN(c2nsc3ccccc23)CC1, Cl. RXN SMILES: [Br:1][CH2:2][CH2:3][CH2:4][CH2:5][N:6]1[CH:7]([CH3:14])[S:8][C:9]([CH3:12])([CH3:13])[C:10]1=[O:11].[CH3:54][C:55]#[N:56].[ClH:15].[I-:52].[K+:46].[K+:47].[Na+:53].[O-:48][C:49]([O-:50])=[O:51].[s:16]1[n:17][c:18]([N:25]2[CH2:26][CH2:27][NH:28][CH2:29][CH2:30]2)[c:19]2[c:20]1[cH:21][cH:22][cH:23][cH:24]2.[s:31]1[c:32]2[cH:33][cH:34][cH:35][cH:36][c:37]2[c:38]([N:39]2[CH2:40][CH2:41][NH:42][CH2:43][CH2:44]2)[n:45]1>>[CH2:2]([CH2:3][CH2:4][CH2:5][N:6]1[CH:7]([CH3:14])[S:8][C:9]([CH3:12])([CH3:13])[C:10]1=[O:11])[N:28]1[CH2:27][CH2:26][N:25]([c:18]2[n:17][s:16][c:20]3[c:19]2[cH:24][cH:23][cH:22][cH:21]3)[CH2:30][CH2:29]1.[ClH:15]. Starting materials: CS(C)=O, Cl, CCOC(=O)c1ncc(Cl)cc1F, [Na+], [OH-]. The product is O=C(O)c1ncc(Cl)cc1F. Reaction SMILES: [CH3:17][S:18](=[O:19])[CH3:20].[ClH:16].[F:1][c:2]1[c:3]([C:9](=[O:10])[O:11][CH2:12][CH3:13])[n:4][cH:5][c:6]([Cl:8])[cH:7]1.[Na+:15].[OH-:14]>>[F:1][c:2]1[c:3]([C:9](=[O:10])[OH:11])[n:4][cH:5][c:6]([Cl:8])[cH:7]1. Starting materials: ClC=1C(=C(C=O)C=CC1)O (3-chloro-2-hydroxybenzaldehyde), [Si](C)(C)(C(C)(C)C)OCCCCO (4-(tert-butyldimethylsilyloxy)butan-1-ol), C1(=CC=CC=C1)P(C1=CC=CC=C1)C1=CC=CC=C1 (triphenylphosphine), N(=N\C(=O)OC(C)(C)C)/C(=O)OC(C)(C)C ((E)-di-tert-butyl diazene-1,2-dicarboxylate). The solvent is O1CCCC1 (tetrahydrofuran). Reaction conditions: time 20 minute. The product is [Si](C)(C)(C(C)(C)C)OCCCCOC1=C(C=O)C=CC=C1Cl (2-(4-(tert-Butyldimethylsilyloxy)butoxy)-3-chlorobenzaldehyde). The yield is 24.8%. Reaction SMILES: [Cl:1][C:2]1[C:3]([OH:10])=[C:4]([CH:7]=[CH:8][CH:9]=1)[CH:5]=[O:6].[Si:11]([O:18][CH2:19][CH2:20][CH2:21][CH2:22]O)([C:14]([CH3:17])([CH3:16])[CH3:15])([CH3:13])[CH3:12].C1(P(C2C=CC=CC=2)C2C=CC=CC=2)C=CC=CC=1.N(/C(OC(C)(C)C)=O)=N\C(OC(C)(C)C)=O>O1CCCC1>[Si:11]([O:18][CH2:19][CH2:20][CH2:21][CH2:22][O:10][C:3]1[C:2]([Cl:1])=[CH:9][CH:8]=[CH:7][C:4]=1[CH:5]=[O:6])([C:14]([CH3:15])([CH3:16])[CH3:17])([CH3:12])[CH3:13]. Reported procedure: To 3-chloro-2-hydroxybenzaldehyde (313 mg, 2 mmol) in tetrahydrofuran (4 mL) was added 4-(tert-butyldimethylsilyloxy)butan-1-ol (409 mg, 2 mmol), triphenylphosphine (524 mg, 2 mmol), and (E)-di-tert-butyl diazene-1,2-dicarboxylate (460 mg, 2 mmol). The mixture was stirred for 20 minutes and was purified by silica gel column chromatography eluting with hexanes and ethyl acetate (4:1) to afford the titled compound (170 mg; 25%). Procedure: 34 mg of potassium thioacetate are added to 150 mg of 4-[(3-bromophenyl)amino]-6-[(4-(N-[(tert-butyloxycarbonyl)methyl]-N-[2-(methylsulphonyloxy)ethyl]amino}-1-oxo-2-buten-1-yl)amino]-7-methoxy-quinazoline in 1 ml of dimethylformamide at ambient temperature. The reaction mixture is stirred overnight at ambient temperature and then combined with water for working up. The aqueous phase is separated off and extracted with ethyl acetate, the combined organic phases are dried over magnesium sulphate ... Conditions: time 8 hour. As a reaction SMILES: [C:1]([O-:4])(=[S:3])[CH3:2].[K+].[Br:6][C:7]1[CH:8]=[C:9]([NH:13][C:14]2[C:23]3[C:18](=[CH:19][C:20]([O:46][CH3:47])=[C:21]([NH:24][C:25](=[O:45])[CH:26]=[CH:27][CH2:28][N:29]([CH2:37][C:38]([O:40][C:41]([CH3:44])([CH3:43])[CH3:42])=[O:39])[CH2:30][CH2:31]OS(C)(=O)=O)[CH:22]=3)[N:17]=[CH:16][N:15]=2)[CH:10]=[CH:11][CH:12]=1.O>CN(C)C=O>[Br:6][C:7]1[CH:8]=[C:9]([NH:13][C:14]2[C:23]3[C:18](=[CH:19][C:20]([O:46][CH3:47])=[C:21]([NH:24][C:25](=[O:45])[CH:26]=[CH:27][CH2:28][N:29]([CH2:37][C:38]([O:40][C:41]([CH3:42])([CH3:44])[CH3:43])=[O:39])[CH2:30][CH2:31][S:3][C:1](=[O:4])[CH3:2])[CH:22]=3)[N:17]=[CH:16][N:15]=2)[CH:10]=[CH:11][CH:12]=1 |f:0.1|. Reactants: C(C)(=S)[O-].[K+] (potassium thioacetate), BrC=1C=C(C=CC1)NC1=NC=NC2=CC(=C(C=C12)NC(C=CCN(CCOS(=O)(=O)C)CC(=O)OC(C)(C)C)=O)OC (4-[(3-bromophenyl)amino]-6-[(4-(N-[(tert-butyloxycarbonyl)methyl]-N-[2-(methylsulphonyloxy)ethyl]amino}-1-oxo-2-buten-1-yl)amino]-7-methoxy-quinazoline), O (water). The solvent is CN(C=O)C (dimethylformamide). The product is BrC=1C=C(C=CC1)NC1=NC=NC2=CC(=C(C=C12)NC(C=CCN(CCSC(C)=O)CC(=O)OC(C)(C)C)=O)OC (4-[(3-Bromophenyl)amino]-6-[(4-{N-[(tert-butyloxycarbonyl)methyl]-N-[2-(acetylsulphanyl)ethyl]amino)-1-oxo-2-buten-1-yl)-amino]-7-methoxy-quinazoline). Reactants: ON=C1C(CCC1)CC1=CC=C(C=C1)C(C(=O)O)C (2-[4-(2-hydroxyiminocyclopentan-1-ylmethyl)phenyl]propionic acid), N[C@@H](CCCNC(N)=N)C(=O)O (L-arginine). The solvent is O (water), CC(=O)C (acetone), O (water), CC(=O)C (acetone). Conditions: time 1 hour. Product: N[C@@H](CCCNC(N)=N)C(=O)O.ON=C1C(CCC1)CC1=CC=C(C=C1)C(C(=O)O)C (2-[4-(2-Hydroxyiminocyclopentan-1-ylmethyl)phenyl]propionic Acid L-Arginine Salt). The yield is 96.6%. Reaction SMILES: [OH:1][N:2]=[C:3]1[CH2:7][CH2:6][CH2:5][CH:4]1[CH2:8][C:9]1[CH:14]=[CH:13][C:12]([CH:15]([CH3:19])[C:16]([OH:18])=[O:17])=[CH:11][CH:10]=1.[NH2:20][C@H:21]([C:29]([OH:31])=[O:30])[CH2:22][CH2:23][CH2:24][NH:25][C:26](=[NH:28])[NH2:27]>CC(C)=O.O>[NH2:20][C@H:21]([C:29]([OH:31])=[O:30])[CH2:22][CH2:23][CH2:24][NH:25][C:26](=[NH:27])[NH2:28].[OH:1][N:2]=[C:3]1[CH2:7][CH2:6][CH2:5][CH:4]1[CH2:8][C:9]1[CH:10]=[CH:11][C:12]([CH:15]([CH3:19])[C:16]([OH:18])=[O:17])=[CH:13][CH:14]=1 |f:4.5|. Reported procedure: To a solution of 0.87 g of 2-[4-(2-hydroxyiminocyclopentan-1-ylmethyl)phenyl]propionic acid in 10 ml of acetone were added 5 ml of water and subsequently a solution of 0.58 g of L-arginine in 10 ml of water, and the mixture was allowed to stand for 1 hour. To the reaction mixture was then added 10 ml of acetone and allowed to stand affording 1.4 g of the desired compound as colorless prisms, m.p. 193°-196° C. (decomp.). Reactants: COC(CC1=CC=C(C=C1)C#CC1=C(C(=C(C(=C1)C(C)(C)C)OC(C)C)C=C)C)=O ([4-(5-tert-butyl-4-isopropoxy-2-methyl-3-vinyl-phenylethynyl)-phenyl]acetic acid methyl ester), COC(CC1=CC=C(C=C1)C#CC1=C(C(=C(C(=C1)C(C)(C)C)OC(C)C)C=C)C)=O ([4-(5-tert-butyl-4-isopropoxy-2-methyl-3-vinyl-phenylethynyl)-phenyl]acetic acid methyl ester), [OH-].[Li+] (lithium hydroxide). Run in CO (methanol), O1CCCC1 (tetrahydrofuran). Reaction conditions: time 45 minute. The product is C(C)(C)(C)C=1C(=C(C(=C(C1)C#CC1=CC=C(C=C1)CC(=O)O)C)C=C)OC(C)C ([4-(5-tert-Butyl-4-isopropoxy-2-methyl-3-vinyl-phenylethynyl)-phenyl]-acetic acid). Isolated yield 104.5%. As a reaction SMILES: C[O:2][C:3](=[O:30])[CH2:4][C:5]1[CH:10]=[CH:9][C:8]([C:11]#[C:12][C:13]2[CH:18]=[C:17]([C:19]([CH3:22])([CH3:21])[CH3:20])[C:16]([O:23][CH:24]([CH3:26])[CH3:25])=[C:15]([CH:27]=[CH2:28])[C:14]=2[CH3:29])=[CH:7][CH:6]=1.[OH-].[Li+]>CO.O1CCCC1>[C:19]([C:17]1[C:16]([O:23][CH:24]([CH3:26])[CH3:25])=[C:15]([CH:27]=[CH2:28])[C:14]([CH3:29])=[C:13]([C:12]#[C:11][C:8]2[CH:7]=[CH:6][C:5]([CH2:4][C:3]([OH:30])=[O:2])=[CH:10][CH:9]=2)[CH:18]=1)([CH3:22])([CH3:20])[CH3:21] |f:1.2|. Reported procedure: A solution of [4-(5-tert-butyl-4-isopropoxy-2-methyl-3-vinyl-phenylethynyl)-phenyl]acetic acid methyl ester (Intermediate 146, 0.02 g, 0.049 mmol) in methanol (1.5 mL) and tetrahydrofuran (1.5 mL) was treated with 1M lithium hydroxide (0.5 mL, 1 mmol) and the resulting reaction mixture was stirred at ambient temperature for 45 minutes. The volatiles were evaporated in vacuo to a residue that was neutralized with saturated aqueous ammonium chloride solution and extracted with ethyl acetate. The o... Reactants: O=C1CCC(=O)N1Br, O=C(OOC(=O)c1ccccc1)c1ccccc1, ClC(Cl)(Cl)Cl, COc1cc(C)ccc1Cl. Product: COc1cc(CBr)ccc1Cl. As a reaction SMILES: [Br:11][N:12]1[C:13](=[O:14])[CH2:15][CH2:16][C:17]1=[O:18].[C:19]([O:20][O:21][C:22](=[O:23])[c:24]1[cH:25][cH:26][cH:27][cH:28][cH:29]1)(=[O:30])[c:31]1[cH:32][cH:33][cH:34][cH:35][cH:36]1.[C:37]([Cl:38])([Cl:39])([Cl:40])[Cl:41].[Cl:1][c:2]1[c:3]([O:9][CH3:10])[cH:4][c:5]([CH3:8])[cH:6][cH:7]1>>[Cl:1][c:2]1[c:3]([O:9][CH3:10])[cH:4][c:5]([CH2:8][Br:11])[cH:6][cH:7]1. The reactants are ClC1=C(C=CC(=C1)C(F)(F)F)S(=O)(=O)Cl (2-chloro-4-(trifluoromethyl)benzene-1-sulfonyl chloride), NC=1C=C(C=NC1Cl)C1=CC2=C(N=C(S2)NC(C)=O)C=C1 (N-(6-(5-amino-6-chloropyridin-3-yl)benzo[d]thiazol-2-yl)acetamide), N-Acyl. The reagents and catalysts are CN(C)C=1C=CN=CC1 (DMAP). Solvent: O (water), C(C)(=O)OCC (ethyl acetate), N1=CC=CC=C1 (Pyridine). Reaction conditions: time 8 hour. Product: NC=1SC2=C(N1)C=CC(=C2)C=2C=C(C(=NC2)Cl)NS(=O)(=O)C2=C(C=C(C=C2)C(F)(F)F)Cl (N-(5-(2-aminobenzo[d]thiazol-6-yl)-2-chloropyridin-3-yl)-2-chloro-4-(trifluoromethyl)benzenesulfonamide). RXN SMILES: [NH2:1][C:2]1[CH:3]=[C:4]([C:9]2[CH:21]=[CH:20][C:12]3[N:13]=[C:14]([NH:16]C(=O)C)[S:15][C:11]=3[CH:10]=2)[CH:5]=[N:6][C:7]=1[Cl:8].[Cl:22][C:23]1[CH:28]=[C:27]([C:29]([F:32])([F:31])[F:30])[CH:26]=[CH:25][C:24]=1[S:33](Cl)(=[O:35])=[O:34]>N1C=CC=CC=1.CN(C1C=CN=CC=1)C.O.C(OCC)(=O)C>[NH2:16][C:14]1[S:15][C:11]2[CH:10]=[C:9]([C:4]3[CH:3]=[C:2]([NH:1][S:33]([C:24]4[CH:25]=[CH:26][C:27]([C:29]([F:30])([F:31])[F:32])=[CH:28][C:23]=4[Cl:22])(=[O:35])=[O:34])[C:7]([Cl:8])=[N:6][CH:5]=3)[CH:21]=[CH:20][C:12]=2[N:13]=1. Procedure: To a 50 ml round-bottom flask equipped with a stirbar and charged with N-(6-(5-amino-6-chloropyridin-3-yl)benzo[d]thiazol-2-yl)acetamide (0.300 g, 0.9 mmol) in Pyridine (5 ml), was added DMAP (0.030 g, 0.2 mmol) and 2-chloro-4-(trifluoromethyl)benzene-1-sulfonyl chloride (1 g, 5 mmol). The flask was allowed to stir under inert atmosphere overnight. The progress of the reaction was monitored by LC/MS, which showed desired (N-Acyl, m/z=562) and bis-sulfonated material. The mixture was diluted with... Reactants: O=C(CC(=O)OC)CC (methyl 3-oxovalerate), C(CCC)NCCCC (dibutylamine). Run in CO (methanol). Reaction conditions: temperature 50 celsius, time 1 hour. Yields the product C(CCC)N(C(CC(CC)=O)=O)CCCC (N,N-dibutyl-3-oxopentanamide). Isolated yield 87.4%. Reaction SMILES: [O:1]=[C:2]([CH2:8][CH3:9])[CH2:3][C:4]([O:6]C)=O.[CH2:10]([NH:14][CH2:15][CH2:16][CH2:17][CH3:18])[CH2:11][CH2:12][CH3:13]>CO>[CH2:10]([N:14]([CH2:15][CH2:16][CH2:17][CH3:18])[C:4](=[O:6])[CH2:3][C:2](=[O:1])[CH2:8][CH3:9])[CH2:11][CH2:12][CH3:13]. Reported procedure: 0.16 mol (20 ml) of methyl 3-oxovalerate (3-oxo-pentanoic acid methyl ester) and 0.415 mol (70 ml) of dibutylamine were stirred for 3 h at 130° C., where methanol formed was removed via a distillation bridge. Thereafter, excess dibutylamine was distilled on a rotary evaporator, the crude product taken up in 40 ml water and 90 ml of ethanol, with 3 ml 20% HCl adjusted to pH 3 and stirred for 1 h at 50° C. The mixture was again evaporated to dryness, dissolved again in 200 ml ethyl acetate and was...